Task: describe an organic reaction: reactants, conditions, products, and yield. Dataset: the Open Reaction Database (ORD), a public repository of structured organic reaction records The reactants are FC(CO)(CCC1=CC=CC=C1)F (2,2-difluoro-4-phenyl-butan-1-ol), FC(C(=O)O)(F)F.N1C[C@@H](CC1)SC1=CC=C(C=C1)O ((3R)-4-(pyrrolidin-3-ylsulfanyl)-phenol trifluoroacetic acid). Product: FC(CN1C[C@@H](CC1)SC1=CC=C(C=C1)O)(CCC1=CC=CC=C1)F ((3R)-4-[1-(2,2-Difluoro-4-phenyl-butyl)-pyrrolidin-3-ylsulfanyl]-phenol). As a reaction SMILES: [F:1][C:2]([F:13])([CH2:5][CH2:6][C:7]1[CH:12]=[CH:11][CH:10]=[CH:9][CH:8]=1)[CH2:3]O.FC(F)(F)C(O)=O.[NH:21]1[CH2:25][CH2:24][C@@H:23]([S:26][C:27]2[CH:32]=[CH:31][C:30]([OH:33])=[CH:29][CH:28]=2)[CH2:22]1>>[F:1][C:2]([F:13])([CH2:5][CH2:6][C:7]1[CH:12]=[CH:11][CH:10]=[CH:9][CH:8]=1)[CH2:3][N:21]1[CH2:25][CH2:24][C@@H:23]([S:26][C:27]2[CH:32]=[CH:31][C:30]([OH:33])=[CH:29][CH:28]=2)[CH2:22]1 |f:1.2|. Procedure details: The title compound, MS: m/e=364.2 (M+H+) was prepared from 2,2-difluoro-4-phenyl-butan-1-ol and (3R)-4-(pyrrolidin-3-ylsulfanyl)-phenol trifluoroacetic acid. The reactants are CN1C(CCC1)=O (N-methyl-2-pyrrolidone), C(CCC)(=O)O (butyric acid), C(=O)(N1C=NC=C1)N1C=NC=C1 (1,1′-carbonyldiimidazole), CN1C(CCC1)=O (N-methyl-2-pyrrolidone), NC(C1=CC=C(OCCCC2CCN(CC2)CCCOC2=CC=C(C(=O)N)C=C2)C=C1)=NO (4-{3-[4-(3-{4-[amino(hydroxyimino)methyl]phenoxy}propyl)-1-piperidinyl]propoxy}benzamide), oxime. The solvent is O (water), C(C)(=O)OCC (ethyl acetate). Run at time 1 hour. Yields the product NC(C1=CC=C(OCCCC2CCN(CC2)CCCOC2=CC=C(C(=O)N)C=C2)C=C1)=NOCCCC (4-{3-[4-(3-{4-[amino(n-butyloxyimino)methyl]phenoxy}propyl)-1-piperidinyl]propoxy}benzamide). Yield: 97.9%. RXN SMILES: CN1CCCC1=O.[C:8]([OH:13])(=O)[CH2:9][CH2:10][CH3:11].C(N1C=CN=C1)(N1C=CN=C1)=O.[NH2:26][C:27](=[N:57]O)[C:28]1[CH:56]=[CH:55][C:31]([O:32][CH2:33][CH2:34][CH2:35][CH:36]2[CH2:41][CH2:40][N:39]([CH2:42][CH2:43][CH2:44][O:45][C:46]3[CH:54]=[CH:53][C:49]([C:50]([NH2:52])=[O:51])=[CH:48][CH:47]=3)[CH2:38][CH2:37]2)=[CH:30][CH:29]=1>O.C(OCC)(=O)C>[NH2:57][C:27](=[N:26][O:13][CH2:8][CH2:9][CH2:10][CH3:11])[C:28]1[CH:56]=[CH:55][C:31]([O:32][CH2:33][CH2:34][CH2:35][CH:36]2[CH2:41][CH2:40][N:39]([CH2:42][CH2:43][CH2:44][O:45][C:46]3[CH:47]=[CH:48][C:49]([C:50]([NH2:52])=[O:51])=[CH:53][CH:54]=3)[CH2:38][CH2:37]2)=[CH:30][CH:29]=1. Procedure details: To an N-methyl-2-pyrrolidone (10 mL) solution of 0.42 g of butyric acid was added 0.76 g of 1,1′-carbonyldiimidazole at room temperature, which was then stirred at the same temperature for one hour. An N-methyl-2-pyrrolidone (10 mL) solution of 1.00 g of 4-{3-[4-(3-{4-[amino(hydroxyimino)methyl]phenoxy}propyl)-1-piperidinyl]propoxy}benzamide=oxime was added to the mixture at room temperature, which was then stirred at the same temperature for 14 hours. The reaction mixture was added to a mixture... Reactants: N([C@@H](CC(OCC1=CC=CC=C1)=O)C(=O)N([C@@H](CC1=CC=CC=C1)C(=O)N[C@@H](C)C(=O)O)C)C(=O)OCC1C2=CC=CC=C2C2=CC=CC=C12 (Fmoc-Asp(OBn)-MePhe-Ala), [H][H] (hydrogen). Reagents/catalysts: [Pd] (palladium). Solvent: CO (methanol). Conditions: time 5 hour. Product: N([C@@H](CC(O)=O)C(=O)N([C@@H](CC1=CC=CC=C1)C(=O)N[C@@H](C)C(=O)O)C)C(=O)OCC1C2=CC=CC=C2C2=CC=CC=C12 (Fmoc-Asp-MePhe-Ala). As a reaction SMILES: [NH:1]([C:34]([O:36][CH2:37][CH:38]1[C:50]2[C:45](=[CH:46][CH:47]=[CH:48][CH:49]=2)[C:44]2[C:39]1=[CH:40][CH:41]=[CH:42][CH:43]=2)=[O:35])[C@H:2]([C:14]([N:16]([CH3:33])[C@H:17]([C:25]([NH:27][C@H:28]([C:30]([OH:32])=[O:31])[CH3:29])=[O:26])[CH2:18][C:19]1[CH:24]=[CH:23][CH:22]=[CH:21][CH:20]=1)=[O:15])[CH2:3][C:4](=[O:13])[O:5]CC1C=CC=CC=1.[H][H]>[Pd].CO>[NH:1]([C:34]([O:36][CH2:37][CH:38]1[C:39]2[C:44](=[CH:43][CH:42]=[CH:41][CH:40]=2)[C:45]2[C:50]1=[CH:49][CH:48]=[CH:47][CH:46]=2)=[O:35])[C@H:2]([C:14]([N:16]([CH3:33])[C@H:17]([C:25]([NH:27][C@H:28]([C:30]([OH:32])=[O:31])[CH3:29])=[O:26])[CH2:18][C:19]1[CH:20]=[CH:21][CH:22]=[CH:23][CH:24]=1)=[O:15])[CH2:3][C:4](=[O:5])[OH:13]. Procedure: Fmoc-Asp(OBn)-MePhe-Ala-pip (Compound SP453) (7.44 g, 10.0 mmol) and 20% palladium on active carbon (1.49 g, 2.8 mmol) were added to methanol (50 ml) under a nitrogen atmosphere, the atmosphere in the reaction vessel was replaced with hydrogen gas, and the mixture was stirred at room temperature for 5 hours. The reaction solution was filtered through celite, and the organic layer was concentrated under reduced pressure to afford Fmoc-Asp-MePhe-Ala-pip (Compound SP454) (5.69 g, 86%). Reactants: O=C([O-])O, [Na+], CCC(=C(c1ccc(OCCN(C)C)cc1)c1ccc(OP(=O)([O-])[O-])cc1)c1ccccc1. The product is O=P(O)(O)O, CCC(=C(c1ccc([Na])cc1)c1ccc(OCCN(C)C)cc1)c1ccccc1. RXN SMILES: [C:34](=[O:35])([O-:36])[OH:37].[Na+:38].[P:1](=[O:2])([O:3][c:4]1[cH:5][cH:6][c:7]([C:10](=[C:11]([CH2:12][CH3:13])[c:14]2[cH:15][cH:16][cH:17][cH:18][cH:19]2)[c:20]2[cH:21][cH:22][c:23]([O:26][CH2:27][CH2:28][N:29]([CH3:30])[CH3:31])[cH:24][cH:25]2)[cH:8][cH:9]1)([O-:32])[O-:33]>>[P:1](=[O:2])([OH:3])([OH:32])[OH:33].[c:4]1([Na:38])[cH:5][cH:6][c:7]([C:10](=[C:11]([CH2:12][CH3:13])[c:14]2[cH:15][cH:16][cH:17][cH:18][cH:19]2)[c:20]2[cH:21][cH:22][c:23]([O:26][CH2:27][CH2:28][N:29]([CH3:30])[CH3:31])[cH:24][cH:25]2)[cH:8][cH:9]1. The reactants are O=C(O)C1CC(F)CN1C(=O)OCC1c2ccccc2-c2ccccc21, Cc1cc(C(C)(C)C)cc(C)c1S(F)(F)F, ClCCl. Yields the product O=C(F)C1CC(F)CN1C(=O)OCC1c2ccccc2-c2ccccc21. As a reaction SMILES: [C:17](=[O:18])([O:19][CH2:20][CH:21]1[c:22]2[cH:23][cH:24][cH:25][cH:26][c:27]2-[c:28]2[cH:29][cH:30][cH:31][cH:32][c:33]21)[N:34]1[CH:35]([C:40](=[O:41])[OH:42])[CH2:36][CH:37]([F:39])[CH2:38]1.[C:1]([c:2]1[cH:3][c:4]([CH3:5])[c:6]([S:7]([F:8])([F:9])[F:13])[c:10]([CH3:11])[cH:12]1)([CH3:14])([CH3:15])[CH3:16].[Cl:43][CH2:44][Cl:45]>>[F:13][C:40]([CH:35]1[N:34]([C:17](=[O:18])[O:19][CH2:20][CH:21]2[c:22]3[cH:23][cH:24][cH:25][cH:26][c:27]3-[c:28]3[cH:29][cH:30][cH:31][cH:32][c:33]32)[CH2:38][CH:37]([F:39])[CH2:36]1)=[O:41]. Starting materials: CCN=C=O, N#Cc1ccc(C2CCc3cncn32)c(N)c1, CN(C)C=O. The product is CCNC(=O)Nc1cc(C#N)ccc1C1CCc2cncn21. Reaction SMILES: [CH2:18]([CH3:19])[N:20]=[C:21]=[O:22].[NH2:1][c:2]1[cH:3][c:4]([C:5]#[N:6])[cH:7][cH:8][c:9]1[CH:10]1[CH2:11][CH2:12][c:13]2[n:14]1[cH:15][n:16][cH:17]2.[O:23]=[CH:24][N:25]([CH3:26])[CH3:27]>>[NH:1]([c:2]1[cH:3][c:4]([C:5]#[N:6])[cH:7][cH:8][c:9]1[CH:10]1[CH2:11][CH2:12][c:13]2[n:14]1[cH:15][n:16][cH:17]2)[C:21]([NH:20][CH2:18][CH3:19])=[O:22]. Reactants: CCOC(=O)Nc1ccc(-c2nnc(CSCCOc3ccccc3)o2)cc1, NCCN1CCCCC1. Product: O=C(NCCN1CCCCC1)Nc1ccc(-c2nnc(CSCCOc3ccccc3)o2)cc1. Reaction SMILES: [CH2:1]([O:2][C:4]([NH:5][c:6]1[cH:7][cH:8][c:9](-[c:12]2[o:13][c:14]([CH2:17][S:18][CH2:19][CH2:20][O:21][c:22]3[cH:23][cH:24][cH:25][cH:26][cH:27]3)[n:15][n:16]2)[cH:10][cH:11]1)=[O:28])[CH3:3].[NH2:29][CH2:30][CH2:31][N:32]1[CH2:33][CH2:34][CH2:35][CH2:36][CH2:37]1>>[C:4]([NH:5][c:6]1[cH:7][cH:8][c:9](-[c:12]2[o:13][c:14]([CH2:17][S:18][CH2:19][CH2:20][O:21][c:22]3[cH:23][cH:24][cH:25][cH:26][cH:27]3)[n:15][n:16]2)[cH:10][cH:11]1)(=[O:28])[NH:29][CH2:30][CH2:31][N:32]1[CH2:33][CH2:34][CH2:35][CH2:36][CH2:37]1.